From a dataset of the Open Reaction Database (ORD), a public repository of structured organic reaction records. describe an organic reaction: reactants, conditions, products, and yield Reactants: ICCCCC1=CC=CC=C1 (1-iodo-4-phenylbutane), C(C1=CC=CC=C1)SC1CC(N1)=O (4-(benzylthio)azetidin-2-one), [H-].[Na+] (NaH). Solvent: C1CCOC1 (THF), C1CCOC1 (THF), C1CCOC1 (THF). Reaction conditions: time 18 hour. Yields the product C(C1=CC=CC=C1)SC1CC(N1CCCCC1=CC=CC=C1)=O (4-(Benzylthio)-1-(4-phenylbutyl)azetidin-2-one). Isolated yield 14.0%. Reaction SMILES: [CH2:1]([S:8][CH:9]1[NH:12][C:11](=[O:13])[CH2:10]1)[C:2]1[CH:7]=[CH:6][CH:5]=[CH:4][CH:3]=1.[H-].[Na+].I[CH2:17][CH2:18][CH2:19][CH2:20][C:21]1[CH:26]=[CH:25][CH:24]=[CH:23][CH:22]=1>C1COCC1>[CH2:1]([S:8][CH:9]1[N:12]([CH2:17][CH2:18][CH2:19][CH2:20][C:21]2[CH:26]=[CH:25][CH:24]=[CH:23][CH:22]=2)[C:11](=[O:13])[CH2:10]1)[C:2]1[CH:3]=[CH:4][CH:5]=[CH:6][CH:7]=1 |f:1.2|. Reported procedure: A solution 4-(benzylthio)azetidin-2-one (1.1 g, 5.5 mmol) in dry THF (10 ml) was added dropwise over 10 minutes to a suspension of NaH (0.13 g, 5.6 mmol) in dry THF (5 ml) at -20° C. under a N2 atmosphere. A solution of 1-iodo-4-phenylbutane (1.4 g, 5.5 mmol) in dry THF (10 ml) was added dropwise over 10 minutes at -55° C. After stirring for 18 hours, the mixture was poured onto ice/water (50 g), filtered through hyflo, the THF evaporated under reduced pressure and the residue taken up in ethyl ... The reactants are BrC1(CC12CN([C@@H](C2)C(=O)OC)C(=O)OC(C)(C)C)Br ((6S)-5-tert-butyl 6-methyl 1,1-dibromo-5-azaspiro[2.4]heptane-5,6-dicarboxylate), [PH2](=O)O (hypophosphorous acid), TEA. Solvent: O (water), C(C)#N (ACN). Reaction conditions: temperature 90 celsius. Yields the product C1CC12CN([C@@H](C2)C(=O)OC)C(=O)OC(C)(C)C ((S)-5-tert-butyl 6-methyl 5-azaspiro[2.4]heptane-5,6-dicarboxylate), oil. Yield: 42.0%. Reaction SMILES: Br[C:2]1(Br)[C:4]2([CH2:8][C@@H:7]([C:9]([O:11][CH3:12])=[O:10])[N:6]([C:13]([O:15][C:16]([CH3:19])([CH3:18])[CH3:17])=[O:14])[CH2:5]2)[CH2:3]1.[PH2](O)=O>O.C(#N)C>[CH2:3]1[C:4]2([CH2:8][C@@H:7]([C:9]([O:11][CH3:12])=[O:10])[N:6]([C:13]([O:15][C:16]([CH3:19])([CH3:18])[CH3:17])=[O:14])[CH2:5]2)[CH2:2]1. Procedure details: To the solution of (6S)-5-tert-butyl 6-methyl 1,1-dibromo-5-azaspiro[2.4]heptane-5,6-dicarboxylate (69 mg, 0.167 mmol) in water (1 mL) and ACN (0.5 mL) were added the hypophosphorous acid (0.078 mL, 0.96 mmol), TEA (0.27 mL, 1.92 mmol) and V-50 (4.5 mg, 0.0167 mmol). The solution was degassed and was heated at 90° C. for 15 hours. After being cooled, the solution was diluted with H2O, extracted with EtOAc (×3) and was dried (Na2SO4), concentrated. The crude product was treated under the conditio... Starting materials: N1=CC=C(C=C1)C1=C2CC(NC2=CC=C1)=O (4-Pyridin-4-yl-1,3-dihydroindol-2-one), N1(CCOCC1)CCCC1=C(NC=2CCCCC12)C=O (3-(3-morpholin-4-yl-propyl)-4,5,6,7-tetrahydro-1H-indole-2-carbaldehyde). Product: N1(CCOCC1)CCCC1=C(NC=2CCCCC12)C=C1C(NC2=CC=CC(=C12)C1=CC=NC=C1)=O (3-[3-(3-Morpholin-4-yl-propyl)-4,5,6,7-tetrahydro-1H-indol-2-ylmethylene]-4-pyridin-4-yl-1,3-dihydroindol-2-one). Procedure details: 4-Pyridin-4-yl-1,3-dihydroindol-2-one was condensed with 3-(3-morpholin-4-yl-propyl)-4,5,6,7-tetrahydro-1H-indole-2-carbaldehyde to give the title compound. As a reaction SMILES: [N:1]1[CH:6]=[CH:5][C:4]([C:7]2[CH:15]=[CH:14][CH:13]=[C:12]3[C:8]=2[CH2:9][C:10](=[O:16])[NH:11]3)=[CH:3][CH:2]=1.[N:17]1([CH2:23][CH2:24][CH2:25][C:26]2[C:34]3[CH2:33][CH2:32][CH2:31][CH2:30][C:29]=3[NH:28][C:27]=2[CH:35]=O)[CH2:22][CH2:21][O:20][CH2:19][CH2:18]1>>[N:17]1([CH2:23][CH2:24][CH2:25][C:26]2[C:34]3[CH2:33][CH2:32][CH2:31][CH2:30][C:29]=3[NH:28][C:27]=2[CH:35]=[C:9]2[C:8]3[C:12](=[CH:13][CH:14]=[CH:15][C:7]=3[C:4]3[CH:5]=[CH:6][N:1]=[CH:2][CH:3]=3)[NH:11][C:10]2=[O:16])[CH2:22][CH2:21][O:20][CH2:19][CH2:18]1. The reactants are [Li+].[OH-] (LiOH), Cl (HCl), COC(=O)[C@H]1N(CC1)C(C(C1=CC=CC=C1)=O)=O ((2S)-methyl-1-(1,2-dioxo-2-phenylethyl)azetidine-2-carboxylate), CCOCC (ether). The solvent is O (water), CO (methanol), O (water). Conditions: temperature 0 celsius, time 30 minute. Yields the product O=C(C(C1=CC=CC=C1)=O)N1[C@@H](CC1)C(=O)O ((2S)-1-(1,2-dioxo-2-phenylethyl)azetidine-2-carboxylic acid). The yield is 67.0%. As a reaction SMILES: C[O:2][C:3]([C@@H:5]1[CH2:8][CH2:7][N:6]1[C:9](=[O:18])[C:10](=[O:17])[C:11]1[CH:16]=[CH:15][CH:14]=[CH:13][CH:12]=1)=[O:4].CCOCC.[Li+].[OH-].Cl>O.CO>[O:18]=[C:9]([N:6]1[CH2:7][CH2:8][C@H:5]1[C:3]([OH:4])=[O:2])[C:10](=[O:17])[C:11]1[CH:12]=[CH:13][CH:14]=[CH:15][CH:16]=1 |f:2.3|. Procedure: To a solution of (2S)-methyl-1-(1,2-dioxo-2-phenylethyl)azetidine-2-carboxylate from Reference Example 9 (522.5 mg; 2.11 mmol) in a 1:1 mixture of ether:methanol (20.0 mL) was added 1N LiOH in water (3.9 mL) at about 0° C. The mixture was stirred under argon at about 0° C. for about 30 minutes and then at about room temperature overnight. The pH was adjusted to about pH 1 by adding 1N HCl and then the mixture was diluted with water and extracted with dichloromethane. The organic layers were then... Reactants: N([C@@H](CCCNC(NS(=O)(=O)C1=C(C)C=C(OC)C(C)=C1C)=N)C(=O)O)C(=O)OC(C)(C)C (Boc-Arg(Mtr)-OH), N1=CC=CC=C1 (pyridine), N1=C(F)N=C(F)N=C1F (cyanuric fluoride). The solvent is C(Cl)Cl (CH2Cl2). Run at temperature -10 celsius, time 1.5 hour. Yields the product C(C)(C)(C)OC(NC1C(N(CCC1)C(NS(=O)(=O)C1=C(C(=C(C=C1C)OC)C)C)=N)=O)=O ({1-[Imino-(4-methoxy-2,3,6-trimethyl-benzenesulfonylamino)-methyl]-2-oxo-piperidin-3-yl}-carbamic Acid tert-butyl Ester). Reaction SMILES: [NH:1]([C:27]([O:29][C:30]([CH3:33])([CH3:32])[CH3:31])=[O:28])[C@H:2]([C:24]([OH:26])=O)[CH2:3][CH2:4][CH2:5][NH:6][C:7](=[NH:23])[NH:8][S:9]([C:12]1[C:21]([CH3:22])=[C:19]([CH3:20])[C:16]([O:17][CH3:18])=[CH:15][C:13]=1[CH3:14])(=[O:11])=[O:10].N1C=CC=CC=1.N1C(F)=NC(F)=NC=1F>C(Cl)Cl>[C:30]([O:29][C:27](=[O:28])[NH:1][CH:2]1[CH2:3][CH2:4][CH2:5][N:6]([C:7](=[NH:23])[NH:8][S:9]([C:12]2[C:13]([CH3:14])=[CH:15][C:16]([O:17][CH3:18])=[C:19]([CH3:20])[C:21]=2[CH3:22])(=[O:11])=[O:10])[C:24]1=[O:26])([CH3:33])([CH3:32])[CH3:31]. Reported procedure: To a solution of Boc-Arg(Mtr)-OH (6.81 g, 14 mmol) and pyridine (1.11 g, 14 mmol) in CH2Cl2 (50 mL) at −20° C. was added cyanuric fluoride (9.45 g, 70 mmol). After addition, the reaction mixture was stirred at −10° C. for 1.5 hours. The reaction mixture was quenched with an ice-H2O mixture and CH2Cl2 (50 mL), the resulting suspension was filtered through a pad of Celite and the two clear layers were separated. The aqueous layer was extracted with CH2Cl2 (50 mL)). The combined organic layer was w... Starting materials: O=C(n1ccnc1)n1ccnc1, C1CCC2=NCCCN2CC1, C1CCOC1, CC(C(=O)O)c1ccccc1Cl, Nc1onc(-c2ccc(F)cc2)c1-c1ccncn1. Yields the product CC(C(=O)Nc1onc(-c2ccc(F)cc2)c1-c1ccncn1)c1ccccc1Cl. Reaction SMILES: [C:13]([n:14]1[cH:15][cH:16][n:17][cH:18]1)([n:19]1[cH:20][cH:21][n:22][cH:23]1)=[O:24].[CH2:25]1[CH2:26][CH2:27][C:28]2=[N:33][CH2:32][CH2:31][CH2:30][N:29]2[CH2:34][CH2:35]1.[CH2:55]1[O:56][CH2:57][CH2:58][CH2:59]1.[Cl:1][c:2]1[c:3]([CH:8]([C:9](=[O:10])[OH:11])[CH3:12])[cH:4][cH:5][cH:6][cH:7]1.[NH2:36][c:37]1[c:38](-[c:49]2[n:50][cH:51][n:52][cH:53][cH:54]2)[c:39](-[c:42]2[cH:43][cH:44][c:45]([F:48])[cH:46][cH:47]2)[n:40][o:41]1>>[Cl:1][c:2]1[c:3]([CH:8]([C:9](=[O:11])[NH:36][c:37]2[c:38](-[c:49]3[n:50][cH:51][n:52][cH:53][cH:54]3)[c:39](-[c:42]3[cH:43][cH:44][c:45]([F:48])[cH:46][cH:47]3)[n:40][o:41]2)[CH3:12])[cH:4][cH:5][cH:6][cH:7]1. The reactants are OC=1C=C(C=CC1)/C=C/C(=O)NC1=CC(=CC=C1)C(C)C ((E)-3-(3-hydroxyphenyl)-N-(3-isopropylphenyl)acrylamide), ClC1=CC(=NC=C1)C=1NCCN1 (4-chloro-2-(4,5-dihydro-1H-imidazol-2-yl)pyridine), C([O-])([O-])=O.[Cs+].[Cs+] (cesium carbonate). The solvent is CN(C)C=O (DMF), O (water). Conditions: temperature 100 celsius. Product: N1C(=NCC1)C1=NC=CC(=C1)OC=1C=C(C=CC1)/C=C/C(=O)NC1=CC(=CC=C1)C(C)C ((E)-3-(3-(2-(4,5-dihydro-1H-imidazol-2-yl)pyridin-4-yloxy)phenyl)-N-(3-isopropylphenyl)acrylamide). RXN SMILES: [OH:1][C:2]1[CH:3]=[C:4](/[CH:8]=[CH:9]/[C:10]([NH:12][C:13]2[CH:18]=[CH:17][CH:16]=[C:15]([CH:19]([CH3:21])[CH3:20])[CH:14]=2)=[O:11])[CH:5]=[CH:6][CH:7]=1.Cl[C:23]1[CH:28]=[CH:27][N:26]=[C:25]([C:29]2[NH:30][CH2:31][CH2:32][N:33]=2)[CH:24]=1.C(=O)([O-])[O-].[Cs+].[Cs+]>CN(C=O)C.O>[NH:30]1[CH2:31][CH2:32][N:33]=[C:29]1[C:25]1[CH:24]=[C:23]([O:1][C:2]2[CH:3]=[C:4](/[CH:8]=[CH:9]/[C:10]([NH:12][C:13]3[CH:18]=[CH:17][CH:16]=[C:15]([CH:19]([CH3:21])[CH3:20])[CH:14]=3)=[O:11])[CH:5]=[CH:6][CH:7]=2)[CH:28]=[CH:27][N:26]=1 |f:2.3.4|. Procedure details: To a solution of (E)-3-(3-hydroxyphenyl)-N-(3-isopropylphenyl)acrylamide (3.20 mmol) in DMF (40 mL) was added 4-chloro-2-(4,5-dihydro-1H-imidazol-2-yl)pyridine (11.2 mmol) and cesium carbonate (16.0 mmol). The heterogeneous mixture was heated at 100° C. for 18 h and then cooled to rt. The mixture was diluted with water and extracted with EtOAc. The combined organic solutions were washed with water and brine, dried over Na2SO4, filtered, and concentrated. The residue was purified by column chroma... The reactants are IC1=C(C(=C(C(=C1C(=O)NCC(CO)O)I)C(=O)NCC(CO)O)I)NC(=O)NC1=C(C(=C(C(=C1I)C(=O)NCC(CO)O)I)C(=O)NCC(CO)O)I (N,N'-bis[2,4,6-triiodo-3,5-bis(2,3-dihydroxypropylaminocarbonyl)phenyl]-urea), CI (methyl iodide). Run in [OH-].[Na+] (NaOH). Reaction conditions: time 60 hour. Product: IC1=C(C(=C(C(=C1C(=O)NCC(CO)O)I)C(=O)NCC(CO)O)I)N(C(=O)NC1=C(C(=C(C(=C1I)C(=O)NCC(CO)O)I)C(=O)NCC(CO)O)I)C (N,N'-bis[2,4,6-triiodo-3,5-bis(2,3-dihydroxypropylaminocarbonyl)phenyl]-N-methyl-urea). As a reaction SMILES: [I:1][C:2]1[C:7]([C:8]([NH:10][CH2:11][CH:12]([OH:15])[CH2:13][OH:14])=[O:9])=[C:6]([I:16])[C:5]([C:17]([NH:19][CH2:20][CH:21]([OH:24])[CH2:22][OH:23])=[O:18])=[C:4]([I:25])[C:3]=1[NH:26][C:27]([NH:29][C:30]1[C:35]([I:36])=[C:34]([C:37]([NH:39][CH2:40][CH:41]([OH:44])[CH2:42][OH:43])=[O:38])[C:33]([I:45])=[C:32]([C:46]([NH:48][CH2:49][CH:50]([OH:53])[CH2:51][OH:52])=[O:47])[C:31]=1[I:54])=[O:28].[CH3:55]I>[OH-].[Na+]>[I:1][C:2]1[C:7]([C:8]([NH:10][CH2:11][CH:12]([OH:15])[CH2:13][OH:14])=[O:9])=[C:6]([I:16])[C:5]([C:17]([NH:19][CH2:20][CH:21]([OH:24])[CH2:22][OH:23])=[O:18])=[C:4]([I:25])[C:3]=1[N:26]([CH3:55])[C:27]([NH:29][C:30]1[C:35]([I:36])=[C:34]([C:37]([NH:39][CH2:40][CH:41]([OH:44])[CH2:42][OH:43])=[O:38])[C:33]([I:45])=[C:32]([C:46]([NH:48][CH2:49][CH:50]([OH:53])[CH2:51][OH:52])=[O:47])[C:31]=1[I:54])=[O:28] |f:2.3|. Procedure details: N,N'-bis[2,4,6-triiodo-3,5-bis(2,3-dihydroxypropylaminocarbonyl)phenyl]-urea (7.32 g, 5.1 mmol) was dissolved in 2 M aqueous NaOH (10 ml) and methyl iodide (0.95 ml) was added. The mixture was stirred at ambient temperature for 60 h, treated with a strongly acidic ion exchange resin (Amberlyst 15) evaporated and purified by preparative HPLC. Yield 4.7 g (63%) of the product as a white solid.